The task is: describe an organic reaction: reactants, conditions, products, and yield. This data is from the Open Reaction Database (ORD), a public repository of structured organic reaction records. The reactants are Cl.CC1S[C@H]2N(C(=C1)C(=O)O)C(C2NC(C(C=2N=C(SC2)N)=NOC)=O)=O (2-methyl-7-[2-methoxyimino-2-(2-aminothiazol-4-yl)acetamido]-3-cephem-4-carboxylic acid hydrochloride), Cl (hydrochloric acid), Cl.CC1S[C@H]2N(C(=C1)C(=O)O)C(C2NC(C(C=2NC(SC2)=N)=NOC)=O)=O (2-methyl-7-[2-methoxyimino-2-(2-imino-2,3-dihydrothiazol-4-yl)acetamido]-3-cephem-4-carboxylic acid hydrochloride), C([O-])(O)=O.[Na+] (sodium bicarbonate). Solvent: O (water). Reaction conditions: time 1 hour. Yields the product CC1S[C@H]2N(C(=C1)C(=O)O)C(C2NC(C(C=2N=C(SC2)N)=NOC)=O)=O (2-methyl-7-[2-methoxyimino-2-(2-aminothiazol-4-yl)acetamido]-3-cephem-4-carboxylic acid). Reaction SMILES: Cl.[CH3:2][CH:3]1[CH:8]=[C:7]([C:9]([OH:11])=[O:10])[N:6]2[C:12](=[O:27])[CH:13]([NH:14][C:15](=[O:26])[C:16](=[N:23][O:24][CH3:25])[C:17]3[N:18]=[C:19]([NH2:22])[S:20][CH:21]=3)[C@H:5]2[S:4]1.C(=O)(O)[O-].[Na+].Cl>O>[CH3:2][CH:3]1[CH:8]=[C:7]([C:9]([OH:11])=[O:10])[N:6]2[C:12](=[O:27])[CH:13]([NH:14][C:15](=[O:26])[C:16](=[N:23][O:24][CH3:25])[C:17]3[N:18]=[C:19]([NH2:22])[S:20][CH:21]=3)[C@H:5]2[S:4]1 |f:0.1,2.3|. Procedure details: To a suspension of 2-methyl-7-[2-methoxyimino-2-(2-aminothiazol-4-yl)acetamido]-3-cephem-4-carboxylic acid hydrochloride (syn isomer), which can be represented as 2-methyl-7-[2-methoxyimino-2-(2-imino-2,3-dihydrothiazol-4-yl)acetamido]-3-cephem-4-carboxylic acid hydrochloride (syn isomer), (7.7 g.) in water (77 ml.) was added a saturated aqueous sodium bicarbonate solution (44 ml.). Thus obtained solution was adjusted to pH 3 with 1 N hydrochloric acid and then allowed to stand for 1 hour at col... Starting materials: CN(C)C(=O)c1ccc(B(O)O)cc1, CN(C)C=O, [K+], [K+], O=C([O-])[O-], O=C(Nc1ccc(CO)c(Br)c1)C1(c2ccc3c(c2)OCO3)CC1. Product: CN(C)C(=O)c1ccc(-c2cc(NC(=O)C3(c4ccc5c(c4)OCO5)CC3)ccc2CO)cc1. Reaction SMILES: [CH3:25][N:26]([C:27](=[O:28])[c:29]1[cH:30][cH:31][c:32]([B:35]([OH:36])[OH:37])[cH:33][cH:34]1)[CH3:38].[CH3:45][N:46]([CH3:47])[CH:48]=[O:49].[K+:39].[K+:40].[O-:41][C:42]([O-:43])=[O:44].[O:1]1[CH2:2][O:3][c:4]2[c:5]1[cH:6][cH:7][c:8]([C:10]1([C:13](=[O:14])[NH:15][c:16]3[cH:17][c:18]([Br:24])[c:19]([CH2:22][OH:23])[cH:20][cH:21]3)[CH2:11][CH2:12]1)[cH:9]2>>[O:1]1[CH2:2][O:3][c:4]2[c:5]1[cH:6][cH:7][c:8]([C:10]1([C:13](=[O:14])[NH:15][c:16]3[cH:17][c:18](-[c:32]4[cH:31][cH:30][c:29]([C:27]([N:26]([CH3:25])[CH3:38])=[O:28])[cH:34][cH:33]4)[c:19]([CH2:22][OH:23])[cH:20][cH:21]3)[CH2:11][CH2:12]1)[cH:9]2.